describe an organic reaction: reactants, conditions, products, and yield From a dataset of the Open Reaction Database (ORD), a public repository of structured organic reaction records. The reactants are ClC1=NC=NC2=CC(=C(C=C12)OC)OCCCN1CCOCC1 (4-chloro-6-methoxy-7-(3-morpholinopropoxy)quinazoline), O1C=C(C=C1)C1=NNC(C1)=O (3-(3-furyl)-4,5-dihydro-1H-pyrazol-5-one), C([O-])([O-])=O.[K+].[K+] (potassium carbonate). Run in CN(C)C=O (DMF). Conditions: temperature 100 celsius. The product is Cl.O1C=C(C=C1)C1=CC(=NN1)OC1=NC=NC2=CC(=C(C=C12)OC)OCCCN1CCOCC1 (4-(5-(3-furyl)pyrazol-3-yloxy)-6-methoxy-7-(3-morpholinopropoxy)quinazoline hydrochloride). The yield is 0.1%. Reaction SMILES: [Cl:1][C:2]1[C:11]2[C:6](=[CH:7][C:8]([O:14][CH2:15][CH2:16][CH2:17][N:18]3[CH2:23][CH2:22][O:21][CH2:20][CH2:19]3)=[C:9]([O:12][CH3:13])[CH:10]=2)[N:5]=[CH:4][N:3]=1.[O:24]1[CH:28]=[CH:27][C:26]([C:29]2[CH2:33][C:32](=[O:34])[NH:31][N:30]=2)=[CH:25]1.C(=O)([O-])[O-].[K+].[K+]>CN(C=O)C>[ClH:1].[O:24]1[CH:28]=[CH:27][C:26]([C:29]2[NH:30][N:31]=[C:32]([O:34][C:2]3[C:11]4[C:6](=[CH:7][C:8]([O:14][CH2:15][CH2:16][CH2:17][N:18]5[CH2:23][CH2:22][O:21][CH2:20][CH2:19]5)=[C:9]([O:12][CH3:13])[CH:10]=4)[N:5]=[CH:4][N:3]=3)[CH:33]=2)=[CH:25]1 |f:2.3.4,6.7|. Procedure: A suspension of 4-chloro-6-methoxy-7-(3-morpholinopropoxy)quinazoline (150 mg, 0.44 mol), (prepared as described for the starting material in Example 2), and 3-(3-furyl)-4,5-dihydro-1H-pyrazol-5-one (80 mg, 0.53 mol) in DMF (2 ml) containing potassium carbonate (92 mg, 0.67 mol) was heated at 100° C. for 2.5 hours. After cooling, the mixture was partitioned between ethyl acetate and water. The organic layer was washed with brine, dried (MgSO4) and evaporated. The residue was purified by chromato... The reactants are C(#N)P(OCC)(OCC)=O (Diethyl cyanophosphonate), FC=1C=C(C=CC1F)[C@@H]1CCC[C@@H](N1)C(=O)OC (methyl (2R,6S)-6-(3,4-difluorophenyl)piperidine-2-carboxylate), C(=C)CC(=O)O (vinylacetic acid), Cl (hydrochloric acid). Run in CN(C)C=O (DMF), C(C)N(CC)CC (triethylamine), C(C)(=O)OCC (Ethyl acetate). Reaction conditions: time 5 hour. Product: C(CC=C)(=O)N1[C@H](CCC[C@H]1C1=CC(=C(C=C1)F)F)C(=O)OC (methyl (2R,6S)-1-(3-butenoyl)-6-(3,4-difluorophenyl)piperidine-2-carboxylate). As a reaction SMILES: C(P(=O)(OCC)OCC)#N.[F:11][C:12]1[CH:13]=[C:14]([C@H:19]2[NH:24][C@@H:23]([C:25]([O:27][CH3:28])=[O:26])[CH2:22][CH2:21][CH2:20]2)[CH:15]=[CH:16][C:17]=1[F:18].[CH:29]([CH2:31][C:32](O)=[O:33])=[CH2:30].Cl>CN(C=O)C.C(OCC)(=O)C.C(N(CC)CC)C>[C:32]([N:24]1[C@H:19]([C:14]2[CH:15]=[CH:16][C:17]([F:18])=[C:12]([F:11])[CH:13]=2)[CH2:20][CH2:21][CH2:22][C@@H:23]1[C:25]([O:27][CH3:28])=[O:26])(=[O:33])[CH2:31][CH:29]=[CH2:30]. Procedure details: Diethyl cyanophosphonate (3.14 mL) was added to a solution of methyl (2R,6S)-6-(3,4-difluorophenyl)piperidine-2-carboxylate (1.61 g), vinylacetic acid (1.78 mL), and triethylamine (5.27 mL) in DMF (40 mL) at 0° C., and the reaction solution was stirred at room temperature for five hours. Ethyl acetate and 0.5 N hydrochloric acid were added to the reaction solution, and the organic layer was separated. The resulting organic layer was sequentially washed with saturated sodium bicarbonate water and... Reactants: FC1=CC=C(C=C1)C=1C=NC(=NC1)N1CCN(CC1)S(=O)(=O)C[C@@H](C(=O)O)C(C)C (2-(R)-{4-[5-(4-fluorophenyl)pyrimidin-2-yl]piperazine1-sulfonylmethyl}-3-methylbutyric acid), C(C1=CC=CC=C1)[C@H]1N(C(OC1)=O)C([C@@H](C(C)C)CS(=O)(=O)N1CCN(CC1)C1=NC=C(C=N1)C=1C=NC=CC1)=O (4-(R)-benzyl-3-{3-methyl-2-(R)-[4-(5-pyridin-3-ylpyrimidin-2-yl)piperazine-1-sulfonylmethyl]butyryl}oxazolidin-2-one). The product is CC([C@H](C(=O)O)CS(=O)(=O)N1CCN(CC1)C1=NC=C(C=N1)C=1C=NC=CC1)C (3-Methyl-2-(R)-[4-(5-pyridin-3-ylpyrimidin-2-yl)piperazine-1-sulfonylmethyl]butyric acid). Isolated yield 61.0%. RXN SMILES: F[C:2]1[CH:7]=[CH:6][C:5]([C:8]2[CH:9]=[N:10][C:11]([N:14]3[CH2:19][CH2:18][N:17]([S:20]([CH2:23][C@H:24]([CH:28]([CH3:30])[CH3:29])[C:25]([OH:27])=[O:26])(=[O:22])=[O:21])[CH2:16][CH2:15]3)=[N:12][CH:13]=2)=[CH:4]C=1.C([C@@H]1COC(=O)[N:39]1C(=O)[C@H](CS(N1CCN(C2N=CC(C3C=NC=CC=3)=CN=2)CC1)(=O)=O)C(C)C)C1C=CC=CC=1>>[CH3:30][CH:28]([CH3:29])[C@@H:24]([CH2:23][S:20]([N:17]1[CH2:18][CH2:19][N:14]([C:11]2[N:12]=[CH:13][C:8]([C:5]3[CH:4]=[N:39][CH:2]=[CH:7][CH:6]=3)=[CH:9][N:10]=2)[CH2:15][CH2:16]1)(=[O:22])=[O:21])[C:25]([OH:27])=[O:26]. Procedure: Prepared according to the method for the preparation of 2-(R)-{4-[5-(4-fluorophenyl)pyrimidin-2-yl]piperazine1-sulfonylmethyl}-3-methylbutyric acid, from 4-(R)-benzyl-3-{3-methyl-2-(R)-[4-(5-pyridin-3-ylpyrimidin-2-yl)piperazine-1-sulfonylmethyl]butyryl}oxazolidin-2-one (0.353 g), to give the title compound as a white solid (0.157 g, 61%). Reactants: CCN1CCc2ccc(N)cc2CC1, N#CCOc1cccc(Nc2nc(Cl)ncc2Cl)c1. Yields the product CCN1CCc2ccc(Nc3ncc(Cl)c(Nc4cccc(OCC#N)c4)n3)cc2CC1. Reaction SMILES: [CH2:20]([CH3:21])[N:22]1[CH2:23][CH2:24][c:25]2[c:26]([cH:29][c:30]([NH2:33])[cH:31][cH:32]2)[CH2:27][CH2:28]1.[Cl:1][c:2]1[n:3][cH:4][c:5]([Cl:19])[c:6]([NH:8][c:9]2[cH:10][c:11]([O:12][CH2:13][C:14]#[N:15])[cH:16][cH:17][cH:18]2)[n:7]1>>[c:2]1([NH:33][c:30]2[cH:29][c:26]3[c:25]([cH:32][cH:31]2)[CH2:24][CH2:23][N:22]([CH2:20][CH3:21])[CH2:28][CH2:27]3)[n:3][cH:4][c:5]([Cl:19])[c:6]([NH:8][c:9]2[cH:10][c:11]([O:12][CH2:13][C:14]#[N:15])[cH:16][cH:17][cH:18]2)[n:7]1. Starting materials: FC1=CC=C(C=C1)NN (4-fluorophenylhydrazine), C(C)OC=C(C(=O)OCC)C(=O)[O-] (ethyl ethoxymethylenemalonate). Solvent: C(C)O (ethanol). Product: FC1=CC=C(C=C1)N1N=CC(=C1O)C(=O)OCC (Ethyl 1-(4-fluorophenyl)-5-hydroxypyrazole-4-carboxylate). Isolated yield 74.8%. As a reaction SMILES: [F:1][C:2]1[CH:7]=[CH:6][C:5]([NH:8][NH2:9])=[CH:4][CH:3]=1.C([O:12][CH:13]=[C:14]([C:20]([O-])=O)[C:15]([O:17][CH2:18][CH3:19])=[O:16])C>C(O)C>[F:1][C:2]1[CH:7]=[CH:6][C:5]([N:8]2[C:13]([OH:12])=[C:14]([C:15]([O:17][CH2:18][CH3:19])=[O:16])[CH:20]=[N:9]2)=[CH:4][CH:3]=1. Procedure details: To ethanol (30 ml) were added 4-fluorophenylhydrazine (7.75 g) and ethyl ethoxymethylenemalonate (2.5 g), and the mixture was refluxed for 3 h. The solvent was evaporated under reduced pressure and diisopropyl ether was added to the residue to allow crystallization. The crystals were recrystallized from a mixed solvent of ethyl acetate-diisopropyl ether to give the title compound (2.5 g), melting point: 127–128° C.